The task is: describe an organic reaction: reactants, conditions, products, and yield. This data is from the Open Reaction Database (ORD), a public repository of structured organic reaction records. The reactants are CSc1sc(C(=N)NC(=O)OC(C)(C)C)cc1S(=O)(=O)c1cccc(-c2ncc([N+](=O)[O-])cc2C)c1, ClCCl, O=C(O)C(F)(F)F. Product: CSc1sc(C(=N)N)cc1S(=O)(=O)c1cccc(-c2ncc([N+](=O)[O-])cc2C)c1. Reaction SMILES: [C:1]([O:2][C:3](=[O:4])[NH:7][C:8]([c:9]1[s:10][c:11]([S:33][CH3:34])[c:12]([S:14](=[O:15])(=[O:16])[c:17]2[cH:18][c:19](-[c:23]3[n:24][cH:25][c:26]([N+:30](=[O:31])[O-:32])[cH:27][c:28]3[CH3:29])[cH:20][cH:21][cH:22]2)[cH:13]1)=[NH:35])([CH3:5])([CH3:6])[CH3:36].[Cl:37][CH2:38][Cl:39].[F:40][C:41]([F:42])([F:43])[C:44]([OH:45])=[O:46]>>[NH:7]=[C:8]([c:9]1[s:10][c:11]([S:33][CH3:34])[c:12]([S:14](=[O:15])(=[O:16])[c:17]2[cH:18][c:19](-[c:23]3[n:24][cH:25][c:26]([N+:30](=[O:31])[O-:32])[cH:27][c:28]3[CH3:29])[cH:20][cH:21][cH:22]2)[cH:13]1)[NH2:35]. Starting materials: C(C)[C@H]1[C@@H](OC1=O)C[C@H](CCCCCCCCCCCCCCCCC)OC([C@@H](NC(=O)OCC1=CC=CC=C1)CC(C)C)=O (N-[(benzyloxy)carbonyl]-L-leucine (S)-1-[[(2S,3S)-3-ethyl-4-oxo-2-oxetanyl]methyl]octadecyl ester). The reagents and catalysts are [Pd] (Pd/C). The solvent is C1CCOC1 (THF). Yields the product C(C)[C@H]1[C@@H](OC1=O)C[C@H](CCCCCCCCCCCCCCCCC)OC([C@@H](NC=O)CC(C)C)=O (N-formyl-(S)-leucine (S)-1-[[(2S,3S)-3-ethyl-4-oxo-2-oxetanyl]methyl]octadecyl ester). RXN SMILES: [CH2:1]([C@@H:3]1[C:6](=[O:7])[O:5][C@H:4]1[CH2:8][C@@H:9]([O:27][C:28](=[O:45])[C@H:29]([CH2:41][CH:42]([CH3:44])[CH3:43])[NH:30][C:31](OCC1C=CC=CC=1)=[O:32])[CH2:10][CH2:11][CH2:12][CH2:13][CH2:14][CH2:15][CH2:16][CH2:17][CH2:18][CH2:19][CH2:20][CH2:21][CH2:22][CH2:23][CH2:24][CH2:25][CH3:26])[CH3:2]>C1COCC1.[Pd]>[CH2:1]([C@@H:3]1[C:6](=[O:7])[O:5][C@H:4]1[CH2:8][C@@H:9]([O:27][C:28](=[O:45])[C@H:29]([CH2:41][CH:42]([CH3:43])[CH3:44])[NH:30][CH:31]=[O:32])[CH2:10][CH2:11][CH2:12][CH2:13][CH2:14][CH2:15][CH2:16][CH2:17][CH2:18][CH2:19][CH2:20][CH2:21][CH2:22][CH2:23][CH2:24][CH2:25][CH3:26])[CH3:2]. Procedure details: 565 mg of N-[(benzyloxy)carbonyl]-L-leucine (S)-1-[[(2S,3S)-3-ethyl-4-oxo-2-oxetanyl]methyl]octadecyl ester were dissolved in 12 ml of THF. The mixture was hydrogenated at room temperature in the presence of 40 mg of 10% Pd/C. After the reaction was finished the catalyst was filtered off and the filtrate was evaporated. The residue was taken up in 9 ml of THF and 71 μl of formic acid/acetic acid anhydride were added dropwise. The mixture was diluted with 5 ml of diethyl ether and washed twice wi... The reactants are C(C)OC(CNC1=CC=CC=C1)=O (N-phenyl glycine ethyl ester), ClC=1C(=C(C=CC1)N=C=S)C (3-chloro-2-methylphenyl-isothiocyanate). Run in C(Cl)(Cl)Cl (chloroform). The product is ClC=1C(=C(C=CC1)N1C(N(CC1=O)C1=CC=CC=C1)=S)C (3-(3-Chloro-2-methylphenyl)-1-phenyl-2-thioxo-imidazolidin-4-one). Yield: 33.5%. As a reaction SMILES: C(O[C:4](=[O:13])[CH2:5][NH:6][C:7]1[CH:12]=[CH:11][CH:10]=[CH:9][CH:8]=1)C.[Cl:14][C:15]1[C:16]([CH3:24])=[C:17]([N:21]=[C:22]=[S:23])[CH:18]=[CH:19][CH:20]=1>C(Cl)(Cl)Cl>[Cl:14][C:15]1[C:16]([CH3:24])=[C:17]([N:21]2[C:4](=[O:13])[CH2:5][N:6]([C:7]3[CH:8]=[CH:9][CH:10]=[CH:11][CH:12]=3)[C:22]2=[S:23])[CH:18]=[CH:19][CH:20]=1. Reported procedure: A mixture of N-phenyl glycine ethyl ester (8.95 g), 3-chloro-2-methylphenyl-isothiocyanate (9.18 g), and chloroform (200 mL) was heated at reflux for 18 hours. The solvent was evaporated to dryness. The residue was mixed with ethanol (150 mL), and triethyl amine (3 mL). The mixture was heated at reflux for 3 hours. The solvent was evaporated. The residue was dissolved in ethyl acetate (300 mL) and washed with 1N HCl (2×200 mL), then with water (200 mL). The organic phase was dried over anhydrous... The reactants are C(C1=CC=CC=C1)N1N=CC(=C1C1=CC=CC=C1)CC(=O)O ((1-benzyl-5-phenyl-1H-pyrazol-4-yl)acetic acid), S(O)(O)(=O)=O (sulfuric acid), C(C)O (ethanol), C([O-])(O)=O.[Na+] (sodium bicarbonate). Yields the product C(C)OC(CC=1C=NN(C1C1=CC=CC=C1)CC1=CC=CC=C1)=O (ethyl(1-benzyl-5-phenyl-1H-pyrazol-4-yl)acetate). Isolated yield 89.0%. Reaction SMILES: [CH2:1]([N:8]1[C:12]([C:13]2[CH:18]=[CH:17][CH:16]=[CH:15][CH:14]=2)=[C:11]([CH2:19][C:20]([OH:22])=[O:21])[CH:10]=[N:9]1)[C:2]1[CH:7]=[CH:6][CH:5]=[CH:4][CH:3]=1.S(=O)(=O)(O)O.C(=O)(O)[O-].[Na+].[CH2:33](O)[CH3:34]>>[CH2:33]([O:21][C:20](=[O:22])[CH2:19][C:11]1[CH:10]=[N:9][N:8]([CH2:1][C:2]2[CH:7]=[CH:6][CH:5]=[CH:4][CH:3]=2)[C:12]=1[C:13]1[CH:18]=[CH:17][CH:16]=[CH:15][CH:14]=1)[CH3:34] |f:2.3|. Reported procedure: A mixture of (1-benzyl-5-phenyl-1H-pyrazol-4-yl)acetic acid (3.70 g), concentrated sulfuric acid (0.5 ml), and ethanol (200 ml) was refluxed for 5 hours. The reaction mixture was alkalinized with saturated aqueous sodium bicarbonate, which was extracted with ethyl acetate. The ethyl acetate layer was washed with saturated aqueous sodium chloride solution, dried (MgSO4), and concentrated. The residue was subjected to silica gel column chromatography, and ethyl(1-benzyl-5-phenyl-1H-pyrazol-4-yl)ac... Starting materials: OC=1C=C(C=C(C(=O)OC)C1)C(=O)OC (Dimethyl 5-hydroxyisophthalate), C([O-])([O-])=O.[Cs+].[Cs+] (cesium carbonate), ICCCC (iodobutane). Solvent: CC#N (CH3CN). Reaction conditions: time 16 hour. Yields the product C(CCC)OC=1C=C(C=C(C(=O)OC)C1)C(=O)OC (Dimethyl 5-butoxyisophthalate). Reaction SMILES: [OH:1][C:2]1[CH:3]=[C:4]([C:12]([O:14][CH3:15])=[O:13])[CH:5]=[C:6]([CH:11]=1)[C:7]([O:9][CH3:10])=[O:8].C(=O)([O-])[O-].[Cs+].[Cs+].I[CH2:23][CH2:24][CH2:25][CH3:26]>CC#N>[CH2:23]([O:1][C:2]1[CH:11]=[C:6]([C:7]([O:9][CH3:10])=[O:8])[CH:5]=[C:4]([CH:3]=1)[C:12]([O:14][CH3:15])=[O:13])[CH2:24][CH2:25][CH3:26] |f:1.2.3|. Reported procedure: Dimethyl 5-hydroxyisophthalate (0.40 g, 1.90 mmol), cesium carbonate (1.30 g, 3.80 mmol) and CH3CN (12 mL) were added to a round-bottom flask and stirred for 15-30 min. iodobutane (0.42 g, 2.28 mmol) was added, and the reaction was stirred for 16 h. The solvent was concentrated under reduced pressure, and the reaction mixture was partitioned between EtOAc (50 mL) and H2O (50 mL). The organic layer was separated and the aqueous layer extracted with EtOAc (50 mL). The combined organics were dried ... Starting materials: FC(C(=O)OCC(C(C)=O)(C)C)(F)F (2,2-dimethyl-3-oxobutyl trifluoroacetate), BrBr (bromine), [O-]S(=O)(=S)[O-].[Na+].[Na+] (Na2S2O3), NaH2PO4, ice water. Run in C(Cl)(Cl)Cl (chloroform), C(Cl)(Cl)Cl (chloroform). Run at time 1 hour. Yields the product FC(C(=O)OCC(C(CBr)=O)(C)C)(F)F (4-bromo-2,2-dimethyl-3-oxobutyl trifluoroacetate). Yield: 32.5%. Reaction SMILES: [F:1][C:2]([F:14])([F:13])[C:3]([O:5][CH2:6][C:7]([CH3:12])([CH3:11])[C:8](=[O:10])[CH3:9])=[O:4].[Br:15]Br.[O-]S([O-])(=S)=O.[Na+].[Na+]>C(Cl)(Cl)Cl>[F:1][C:2]([F:13])([F:14])[C:3]([O:5][CH2:6][C:7]([CH3:11])([CH3:12])[C:8](=[O:10])[CH2:9][Br:15])=[O:4] |f:2.3.4|. Reported procedure: To a stirred solution of 2,2-dimethyl-3-oxobutyl trifluoroacetate (W. C. Lumma, Jr. and O. H. Ma, J. Org. Chem., 1970, 35, 2391-2393, 8.45 g, 39.8 mmol) in chloroform (26 mL) was added bromine (1.93 mL, 37.8 mmol) in chloroform (14 mL) dropwise at room temperature. The resulting mixture was stirred at room temperature for 1 h. The mixture was poured into crashed ice/water, and aqueous Na2S2O3 (20 mL) and aqueous NaH2PO4 (40 mL) were added. After the mixture was extracted with chloroform (3×30 mL...